From a dataset of the Open Reaction Database (ORD), a public repository of structured organic reaction records. describe an organic reaction: reactants, conditions, products, and yield Reactants: C(C1=CC=CC=C1)N1C(=O)C(=O)C2=CC=CC=C12 (N-benzylisatin). Solvent: O.NN (hydrazine hydrate). Reaction conditions: temperature 125 celsius. The product is C(C1=CC=CC=C1)N1C(CC2=CC=CC=C12)=O (N-Benzyl-oxindole). Yield: 78.2%. Reaction SMILES: [CH2:1]([N:8]1[C:18]2[C:13](=[CH:14][CH:15]=[CH:16][CH:17]=2)[C:11](=O)[C:9]1=[O:10])[C:2]1[CH:7]=[CH:6][CH:5]=[CH:4][CH:3]=1>O.NN>[CH2:1]([N:8]1[C:18]2[C:13](=[CH:14][CH:15]=[CH:16][CH:17]=2)[CH2:11][C:9]1=[O:10])[C:2]1[CH:3]=[CH:4][CH:5]=[CH:6][CH:7]=1 |f:1.2|. Procedure: N-benzylisatin (13.0 g, 55 mmol) was mixed with hydrazine hydrate (60 mL) and placed in an oil bath. The mixture was heated in stages to 125° C., becoming first a green sludge, then yellow with clumps of a sticky solid. After a total of 5 h at 125° C., the mixture was cooled and extracted with EtOAc (2×100 mL). The combined organic portions were washed twice with 1.0 M aq. H2SO4, and once each with half-saturated brine then brine, dried over MgSO4, filtered and concentrated to afford a pale yell...